This data is from the Open Reaction Database (ORD), a public repository of structured organic reaction records. The task is: describe an organic reaction: reactants, conditions, products, and yield The reactants are C(CC)C1=NC2=C(N1)C=CC=C2 (2-propyl-1H-benzo[d]imidazole), BrCC1=CC2=C(/C(/C3=C(OC2)C(=C(C=C3)F)F)=C(\C#N)/C)C=C1 ((E)-2-[8-(bromomethyl)-3,4-difluorodibenzo[b,e]oxepin-11(6H)-ylidene]propanenitrile). Product: FC=1C=CC\2=C(OCC3=C(/C2=C(\C#N)/C)C=CC(=C3)CN3C(=NC2=C3C=CC=C2)CCC)C1F ((E)-2-{3,4-difluoro-8-[(2-propyl-1H-benzo[d]imidazol-1-yl)methyl]dibenzo[b,e]oxepin-11(6H)-ylidene}propanenitrile). The yield is 90.0%. As a reaction SMILES: [CH2:1]([C:4]1[NH:8][C:7]2[CH:9]=[CH:10][CH:11]=[CH:12][C:6]=2[N:5]=1)[CH2:2][CH3:3].Br[CH2:14][C:15]1[CH:35]=[CH:34][C:18]2/[C:19](=[C:30](/[CH3:33])\[C:31]#[N:32])/[C:20]3[CH:27]=[CH:26][C:25]([F:28])=[C:24]([F:29])[C:21]=3[O:22][CH2:23][C:17]=2[CH:16]=1>>[F:28][C:25]1[CH:26]=[CH:27][C:20]2=[C:21]([C:24]=1[F:29])[O:22][CH2:23][C:17]1[CH:16]=[C:15]([CH2:14][N:8]3[C:7]4[CH:9]=[CH:10][CH:11]=[CH:12][C:6]=4[N:5]=[C:4]3[CH2:1][CH2:2][CH3:3])[CH:35]=[CH:34][C:18]=1/[C:19]/2=[C:30](/[CH3:33])\[C:31]#[N:32]. Procedure details: Using 2-propyl-1H-benzo[d]imidazole (Synthetic Communication, 2002, vol. 32, p 3703; 17 mg, 0.10 mmol) and (E)-2-[8-(bromomethyl)-3,4-difluorodibenzo[b,e]oxepin-11(6H)-ylidene]propanenitrile (40 mg, 0.12 mmol) obtained in Reference Example 4, and in the same manner as in Reference Example 1A, the title compound (41 mg, 87%) was obtained.